From a dataset of the Open Reaction Database (ORD), a public repository of structured organic reaction records. describe an organic reaction: reactants, conditions, products, and yield Reactants: FC(C(=O)O)(F)F (trifluoroacetic acid), C(C1=CC=CC=C1)N(COC)[Si](C)(C)C (N-benzyl-N-(methoxymethyl)trimethylsilylamine), FC1=C(C=CC(=C1)F)/C=C/C(=O)OC (methyl (2E)-3-(2,4-difluorophenyl)acrylate). Run in ClCCl (dichloromethane), ClCCl (dichloromethane). Conditions: time 8 hour. The product is C(C1=CC=CC=C1)N1C[C@H]([C@@H](C1)C1=C(C=C(C=C1)F)F)C(=O)OC (Methyl (3S*,4R*)-1-benzyl-4-(2,4-difluorophenyl)pyrrolidine-3-carboxylate). Isolated yield 71.0%. Reaction SMILES: F[C:2](F)(F)C(O)=O.[CH2:8]([N:15]([Si](C)(C)C)[CH2:16]OC)[C:9]1[CH:14]=[CH:13][CH:12]=[CH:11][CH:10]=1.[F:23][C:24]1[CH:29]=[C:28]([F:30])[CH:27]=[CH:26][C:25]=1/[CH:31]=[CH:32]/[C:33]([O:35][CH3:36])=[O:34]>ClCCl>[CH2:8]([N:15]1[CH2:16][C@@H:31]([C:25]2[CH:26]=[CH:27][C:28]([F:30])=[CH:29][C:24]=2[F:23])[C@H:32]([C:33]([O:35][CH3:36])=[O:34])[CH2:2]1)[C:9]1[CH:10]=[CH:11][CH:12]=[CH:13][CH:14]=1. Procedure: A solution of trifluoroacetic acid (2.42 mL, 31.5 mmol) in dichloromethane (5 mL) was added at 0-5° C. to a stirred solution of N-benzyl-N-(methoxymethyl)trimethylsilylamine (45.1 g, 190 mmol) and methyl (2E)-3-(2,4-difluorophenyl)acrylate (from preparation 3) (25.1 g, 126 mmol) in dichloromethane (100 mL). After stirring overnight at room temperature, the organic solution was washed with saturated sodium bicarbonate solution and then brine. The resulting organic solution was dried over anhydrou... Procedure details: A solution of 5β-benzyl-14β-butoxy-4,5α-epoxy-3-hydroxy-17-methylmorphinan-6-one (0.32 g, 0.72 mmol) and methyl iodide (0.51 g, 3.58 mmol) in 10 ml of water-free acetonitrile was stirred under N2 at 40° C. (bath temperature) for 2 days and then evaporated down. The evaporation residue (0.41 g of brown oil) was purified using column chromatography (silica gel; CH2Cl2/MeOH 250:6). Yield: 0.22 g (54%) slightly beige crystals of the compound 45. Fp. 188-195° C.; MS (CI): 462 (M+); IR (KBr): 1729 (C═... Solvent: O (water). Reactants: C(C1=CC=CC=C1)[C@@]12[C@]34C=5C(=C(C=CC5C[C@H]([C@@]3(CCC1=O)OCCCC)N(CC4)C)O)O2 (5β-benzyl-14β-butoxy-4,5α-epoxy-3-hydroxy-17-methylmorphinan-6-one), CI (methyl iodide). As a reaction SMILES: [CH2:1]([C@@:8]12[O:33][C:11]3=[C:12]([OH:32])[CH:13]=[CH:14][C:15]4[CH2:16][C@H:17]5[N:28]([CH3:31])[CH2:29][CH2:30][C@:9]1([C@@:18]5([O:23][CH2:24][CH2:25][CH2:26][CH3:27])[CH2:19][CH2:20][C:21]2=[O:22])[C:10]=43)[C:2]1[CH:7]=[CH:6][CH:5]=[CH:4][CH:3]=1.[CH3:34][I:35]>O>[I-:35].[CH2:1]([C@@:8]12[O:33][C:11]3=[C:12]([OH:32])[CH:13]=[CH:14][C:15]4[CH2:16][C@H:17]5[N+:28]([CH3:34])([CH3:31])[CH2:29][CH2:30][C@:9]1([C@@:18]5([O:23][CH2:24][CH2:25][CH2:26][CH3:27])[CH2:19][CH2:20][C:21]2=[O:22])[C:10]=43)[C:2]1[CH:7]=[CH:6][CH:5]=[CH:4][CH:3]=1 |f:3.4|. Product: [I-].C(C1=CC=CC=C1)[C@@]12[C@]34C=5C(=C(C=CC5C[C@H]([C@@]3(CCC1=O)OCCCC)[N+](CC4)(C)C)O)O2 (5β-benzyl-14β-(butyloxy)-4,5α-epoxy-3-hydroxy-17,17-dimethyl-6-oxomorphinanium-iodide). The reactants are ClC1=NC=C(C(=N1)C1=CC(=CC=C1)OC)C (2-chloro-4-(3-methoxyphenyl)-5-methylpyrimidine), CN1CCN(CC1)CC1=CC=C(N)C=C1 (4-((4-methylpiperazin-1-yl)methyl)aniline). Solvent: C(Cl)Cl.CO (CH2Cl2 CH3OH). Product: COC=1C=C(C=CC1)C1=NC(=NC=C1C)NC1=CC=C(C=C1)CN1CCN(CC1)C (4-(3-methoxyphenyl)-5-methyl-N-(4-((4-methylpiperazin-1-yl)methyl)phenyl)pyrimidin-2-amine). Yield: 20.0%. Reaction SMILES: Cl[C:2]1[N:7]=[C:6]([C:8]2[CH:13]=[CH:12][CH:11]=[C:10]([O:14][CH3:15])[CH:9]=2)[C:5]([CH3:16])=[CH:4][N:3]=1.[CH3:17][N:18]1[CH2:23][CH2:22][N:21]([CH2:24][C:25]2[CH:31]=[CH:30][C:28]([NH2:29])=[CH:27][CH:26]=2)[CH2:20][CH2:19]1>C(Cl)Cl.CO>[CH3:15][O:14][C:10]1[CH:9]=[C:8]([C:6]2[C:5]([CH3:16])=[CH:4][N:3]=[C:2]([NH:29][C:28]3[CH:27]=[CH:26][C:25]([CH2:24][N:21]4[CH2:20][CH2:19][N:18]([CH3:17])[CH2:23][CH2:22]4)=[CH:31][CH:30]=3)[N:7]=2)[CH:13]=[CH:12][CH:11]=1 |f:2.3|. Procedure: The title compound was prepared according to synthesis procedure B described above from 2-chloro-4-(3-methoxyphenyl)-5-methylpyrimidine and 4-((4-methylpiperazin-1-yl)methyl)aniline in 20% yield (yellow solid) after flash chromatography (CH2Cl2/CH3OH 99:1 gradually increasing to 95:5). 1H NMR (400 MHz, CDCl3): δ 8.29 (s, 1H), 7.59 (d, 2H, J=8.2 Hz), 7.37 (t, 1H, J=8.0 Hz), 7.24 (d, 2H, J: not calculated due to overlapping peaks), 7.16 (m, 2H), 6.98 (d, 1H, J=8.2 Hz), 3.85 (s, 3H), 3.49 (s, 2H), ...